describe an organic reaction: reactants, conditions, products, and yield From a dataset of the Open Reaction Database (ORD), a public repository of structured organic reaction records. Reactants: OC(C(F)(F)F)C1CCC(CC1)O (4-(1-hydroxy-2,2,2-trifluoroethyl)cyclohexanol), [Cr](=O)(=O)([O-])Cl.[NH+]1=CC=CC=C1 (pyridinium chlorochromate). The solvent is ClCCl (dichloromethane). The product is OC(C(F)(F)F)C1CCC(CC1)=O (4-(1-hydroxy-2,2,2-trifluoroethyl)cyclohexanone). Reaction SMILES: [OH:1][CH:2]([CH:7]1[CH2:12][CH2:11][CH:10]([OH:13])[CH2:9][CH2:8]1)[C:3]([F:6])([F:5])[F:4].[Cr](Cl)([O-])(=O)=O.[NH+]1C=CC=CC=1>ClCCl>[OH:1][CH:2]([CH:7]1[CH2:12][CH2:11][C:10](=[O:13])[CH2:9][CH2:8]1)[C:3]([F:5])([F:6])[F:4] |f:1.2|. Procedure details: At room temperature, 56.2 g (284 mmol) of 4-(1-hydroxy-2,2,2-trifluoroethyl)cyclohexanol and 91.7 g of pyridinium chlorochromate were stirred in 1 l of dichloromethane for 8 hours. The solvent was removed under reduced pressure and the residue was purified by filtration through silica gel (heptane/ethyl acetate 1:1), to give the title product as a colourless oil. The reactants are COC1=C(C=O)C=CC=C1OC (2,3-dimethoxy-benzaldehyde), C(C(=O)C)(=O)O (pyruvic acid). Product: COC1=C(C=CC=C1OC)C=CC(C(=O)O)=O (4-(2,3-dimethoxyphenyl)-2-oxo-3-butenoic acid). Reaction SMILES: [CH3:1][O:2][C:3]1[C:10]([O:11][CH3:12])=[CH:9][CH:8]=[CH:7][C:4]=1[CH:5]=O.[C:13]([OH:18])(=[O:17])[C:14]([CH3:16])=[O:15]>>[CH3:1][O:2][C:3]1[C:10]([O:11][CH3:12])=[CH:9][CH:8]=[CH:7][C:4]=1[CH:5]=[CH:16][C:14](=[O:15])[C:13]([OH:18])=[O:17]. Reported procedure: condensation reaction of 2,3-dimethoxy-benzaldehyde (I) with pyruvic acid (II), in the presence of a base, to form 4-(2,3-dimethoxyphenyl)-2-oxo-3-butenoic acid (III); The reactants are Nc1ccc(S(=O)(=O)c2cc(Br)nc(N3CCCC3)c2)cc1, O=C([O-])[O-], Cc1ccccc1, OB(O)c1ccccc1F, [K+], [K+], Cl[Pd]Cl, c1ccc(P(c2ccccc2)c2ccccc2)cc1, c1ccc(P(c2ccccc2)c2ccccc2)cc1. Yields the product Nc1ccc(S(=O)(=O)c2cc(-c3ccccc3F)nc(N3CCCC3)c2)cc1. As a reaction SMILES: [Br:1][c:2]1[n:3][c:4]([N:18]2[CH2:19][CH2:20][CH2:21][CH2:22]2)[cH:5][c:6]([S:8](=[O:9])(=[O:10])[c:11]2[cH:12][cH:13][c:14]([NH2:17])[cH:15][cH:16]2)[cH:7]1.[C:40](=[O:41])([O-:42])[O-:43].[CH3:33][c:34]1[cH:35][cH:36][cH:37][cH:38][cH:39]1.[F:23][c:24]1[c:25]([B:30]([OH:31])[OH:32])[cH:26][cH:27][cH:28][cH:29]1.[K+:44].[K+:45].[Pd:46]([Cl:47])[Cl:48].[c:49]1([P:50]([c:51]2[cH:52][cH:53][cH:54][cH:55][cH:56]2)[c:57]2[cH:58][cH:59][cH:60][cH:61][cH:62]2)[cH:63][cH:64][cH:65][cH:66][cH:67]1.[c:68]1([P:69]([c:70]2[cH:71][cH:72][cH:73][cH:74][cH:75]2)[c:76]2[cH:77][cH:78][cH:79][cH:80][cH:81]2)[cH:82][cH:83][cH:84][cH:85][cH:86]1>>[c:2]1(-[c:25]2[c:24]([F:23])[cH:29][cH:28][cH:27][cH:26]2)[n:3][c:4]([N:18]2[CH2:19][CH2:20][CH2:21][CH2:22]2)[cH:5][c:6]([S:8](=[O:9])(=[O:10])[c:11]2[cH:12][cH:13][c:14]([NH2:17])[cH:15][cH:16]2)[cH:7]1.